From a dataset of the Open Reaction Database (ORD), a public repository of structured organic reaction records. describe an organic reaction: reactants, conditions, products, and yield Starting materials: C(C)OC(CC1=CC(=CC=C1)OC1=C(C=CC=C1)CO)=O ([3-(2-hydroxymethyl-phenoxy)-phenyl]-acetic acid ethyl ester), P(Br)(Br)Br (phosphorus tribromide). Solvent: O1CCOCC1 (1,4-dioxane). Conditions: time 1 hour. The product is C(C)OC(CC1=CC(=CC=C1)OC1=C(C=CC=C1)CBr)=O ([3-(2-Bromomethyl-phenoxy)-phenyl]-acetic acid ethyl ester). Isolated yield 54.7%. As a reaction SMILES: [CH2:1]([O:3][C:4](=[O:21])[CH2:5][C:6]1[CH:11]=[CH:10][CH:9]=[C:8]([O:12][C:13]2[CH:18]=[CH:17][CH:16]=[CH:15][C:14]=2[CH2:19]O)[CH:7]=1)[CH3:2].P(Br)(Br)[Br:23]>O1CCOCC1>[CH2:1]([O:3][C:4](=[O:21])[CH2:5][C:6]1[CH:11]=[CH:10][CH:9]=[C:8]([O:12][C:13]2[CH:18]=[CH:17][CH:16]=[CH:15][C:14]=2[CH2:19][Br:23])[CH:7]=1)[CH3:2]. Reported procedure: To [3-(2-hydroxymethyl-phenoxy)-phenyl]-acetic acid ethyl ester (0.90 g, 3.14 mmol) in 1,4-dioxane was added phosphorus tribromide (0.38 mL, 4.1 mmol), and the reaction was stirred for 1 hour at mom temperature. After work-up, 0.6 g of the desired product was obtained. The reactants are C1CCOC1, COC(=O)c1cccc(NC(=O)N(Cc2ccc(C(=O)Nc3nn[nH]n3)cc2)c2ccc(C(C)(C)C)cc2)c1, C[Si](C)(C)[O-], [K+]. Product: CC(C)(C)c1ccc(N(Cc2ccc(C(=O)Nc3nn[nH]n3)cc2)C(=O)Nc2cccc(C(=O)O)c2)cc1. As a reaction SMILES: [CH2:46]1[O:47][CH2:48][CH2:49][CH2:50]1.[CH3:1][O:2][C:3]([c:4]1[cH:5][c:6]([NH:10][C:11](=[O:12])[N:13]([CH2:14][c:15]2[cH:16][cH:17][c:18]([C:21]([NH:22][c:23]3[n:24][n:25][nH:26][n:27]3)=[O:28])[cH:19][cH:20]2)[c:29]2[cH:30][cH:31][c:32]([C:35]([CH3:36])([CH3:37])[CH3:38])[cH:33][cH:34]2)[cH:7][cH:8][cH:9]1)=[O:39].[CH3:40][Si:41]([CH3:42])([CH3:43])[O-:44].[K+:45]>>[O:2]=[C:3]([c:4]1[cH:5][c:6]([NH:10][C:11](=[O:12])[N:13]([CH2:14][c:15]2[cH:16][cH:17][c:18]([C:21]([NH:22][c:23]3[n:24][n:25][nH:26][n:27]3)=[O:28])[cH:19][cH:20]2)[c:29]2[cH:30][cH:31][c:32]([C:35]([CH3:36])([CH3:37])[CH3:38])[cH:33][cH:34]2)[cH:7][cH:8][cH:9]1)[OH:39]. The reactants are Brc1cccc(C2=CCOCC2)c1, O=C([O-])O, ClCCl, [Na+], O=C(OO)c1cccc(Cl)c1. Yields the product Brc1cccc(C23CCOCC2O3)c1. RXN SMILES: [Br:12][c:13]1[cH:14][c:15]([C:19]2=[CH:24][CH2:23][O:22][CH2:21][CH2:20]2)[cH:16][cH:17][cH:18]1.[C:25](=[O:26])([OH:27])[O-:28].[Cl:30][CH2:31][Cl:32].[Na+:29].[OH:1][O:2][C:3]([c:4]1[cH:5][c:6]([Cl:7])[cH:8][cH:9][cH:10]1)=[O:11]>>[O:1]1[C:19]2([c:15]3[cH:14][c:13]([Br:12])[cH:18][cH:17][cH:16]3)[CH:20]1[CH2:21][O:22][CH2:23][CH2:24]2.